Dataset: the Open Reaction Database (ORD), a public repository of structured organic reaction records. Task: describe an organic reaction: reactants, conditions, products, and yield Starting materials: [O-2].[Ca+2] (calcium oxide), [O-2].[Ca+2] (calcium oxide), [Ca] (calcium), NCC(=O)O (glycine). The solvent is O (water). The product is NCC(=O)[O-].[Ca+2].NCC(=O)[O-] (calcium glycinate). Reaction SMILES: [NH2:1][CH2:2][C:3]([OH:5])=[O:4].[O-2].[Ca+2:7].[Ca]>O>[NH2:1][CH2:2][C:3]([O-:5])=[O:4].[Ca+2:7].[NH2:1][CH2:2][C:3]([O-:5])=[O:4] |f:1.2,5.6.7|. Procedure: Into about 1500 grams of water was dissolved 150.14 grams of glycine. Next, 114.51 grams of calcium oxide, which was 70% calcium by weight, was added. The solution was continually stirred until all of the calcium oxide was dissolved. This took about 15 minutes. No heat was applied for this particular reaction, though heat could optionally be used. The resulting reaction formed a calcium glycinate chelate or complex. Starting materials: O=C(O)c1ccc(C2CC2)c(OCc2ccccn2)n1, CC(C)CC(N)C(N)=O. Yields the product CC(C)CC(NC(=O)c1ccc(C2CC2)c(OCc2ccccn2)n1)C(N)=O. Reaction SMILES: [CH:1]1([c:4]2[cH:5][cH:6][c:7]([C:18](=[O:19])[OH:20])[n:8][c:9]2[O:10][CH2:11][c:12]2[n:13][cH:14][cH:15][cH:16][cH:17]2)[CH2:2][CH2:3]1.[NH2:21][CH:22]([C:23](=[O:24])[NH2:25])[CH2:26][CH:27]([CH3:28])[CH3:29]>>[CH:1]1([c:4]2[cH:5][cH:6][c:7]([C:18](=[O:20])[NH:21][CH:22]([C:23](=[O:24])[NH2:25])[CH2:26][CH:27]([CH3:28])[CH3:29])[n:8][c:9]2[O:10][CH2:11][c:12]2[n:13][cH:14][cH:15][cH:16][cH:17]2)[CH2:2][CH2:3]1.